Task: describe an organic reaction: reactants, conditions, products, and yield. Dataset: the Open Reaction Database (ORD), a public repository of structured organic reaction records Starting materials: C(C)(C)(C)NC1=NC=CC=C1[N+](=O)[O-] (N-tert-butyl-3-nitropyridin-2-amine), [NH4+].[Cl-] (NH4Cl). Reagents/catalysts: [Zn] (zinc). Solvent: CO (MeOH). Conditions: time 8 hour. Yields the product C(C)(C)(C)NC1=NC=CC=C1N (N2-tert-butylpyridine-2,3-diamine). Reaction SMILES: [C:1]([NH:5][C:6]1[C:11]([N+:12]([O-])=O)=[CH:10][CH:9]=[CH:8][N:7]=1)([CH3:4])([CH3:3])[CH3:2].[NH4+].[Cl-]>CO.[Zn]>[C:1]([NH:5][C:6]1[C:11]([NH2:12])=[CH:10][CH:9]=[CH:8][N:7]=1)([CH3:4])([CH3:2])[CH3:3] |f:1.2|. Reported procedure: To a solution of the N-tert-butyl-3-nitropyridin-2-amine in MeOH (200 mL), was added solid NH4Cl (16.4 g, 306.54 mmol) and zinc dust (10.0 g, 153 mmol). The suspension was heated under reflux for 3 hours and then cooled to RT. After filtration through Celite™, the solvent was removed by vacuum evaporation. The resulting black residue was taken up to EtOAc (300 mL) and filtered through Celite™ again to remove the remaining NH4Cl. The solvent was again evaporated and the residue was dried on the h...